From a dataset of the Open Reaction Database (ORD), a public repository of structured organic reaction records. describe an organic reaction: reactants, conditions, products, and yield The reactants are C(C)(=O)OCC (ethyl acetate), C(CCCCCCCCCCCCCCCCC)OCC(CBr)OCC1=CC=CC=C1 (Racemic 1-O-octadecyl-2-O-benzyl-3-bromo-1,2-propanediol), O1CCCC1 (tetrahydrofuran), C[S-].[Na+] (sodium thiomethoxide). Solvent: CCCCCC (hexane), C(Cl)(Cl)Cl (chloroform). Reaction conditions: time 4.5 hour. The product is C(CCCCCCCCCCCCCCCCC)OCC(CSC)OCC1=CC=CC=C1 (1-O-octadecyl-2-O-benzyl-3-methylthio-1,2-propanediol). Yield: 90.0%. Reaction SMILES: [CH2:1]([O:19][CH2:20][CH:21]([O:24][CH2:25][C:26]1[CH:31]=[CH:30][CH:29]=[CH:28][CH:27]=1)[CH2:22]Br)[CH2:2][CH2:3][CH2:4][CH2:5][CH2:6][CH2:7][CH2:8][CH2:9][CH2:10][CH2:11][CH2:12][CH2:13][CH2:14][CH2:15][CH2:16][CH2:17][CH3:18].O1CCCC1.[CH3:37][S-:38].[Na+].C(OCC)(=O)C>CCCCCC.C(Cl)(Cl)Cl>[CH2:1]([O:19][CH2:20][CH:21]([O:24][CH2:25][C:26]1[CH:31]=[CH:30][CH:29]=[CH:28][CH:27]=1)[CH2:22][S:38][CH3:37])[CH2:2][CH2:3][CH2:4][CH2:5][CH2:6][CH2:7][CH2:8][CH2:9][CH2:10][CH2:11][CH2:12][CH2:13][CH2:14][CH2:15][CH2:16][CH2:17][CH3:18] |f:2.3|. Procedure: Racemic 1-O-octadecyl-2-O-benzyl-3-bromo-1,2-propanediol, 1.99 g (4.0 mmoles), was dissolved into 100 ml of dry tetrahydrofuran in a 250 ml round bottom flask equipped with a magnetic stir bar. To this solution was added 2.8 g (40.0 mmoles) of sodium thiomethoxide powder and the reaction mixture stirred for 4.5 hours at room temperature. The reaction was monitored by TLC (silica gel, 5% ethyl acetate in hexane; Rf=0.51). The mixture was filtered and the filtrate was washed with 50 ml tetrahydrof...